Task: describe an organic reaction: reactants, conditions, products, and yield. Dataset: the Open Reaction Database (ORD), a public repository of structured organic reaction records Starting materials: C([O-])([O-])=O.[K+].[K+] (potassium carbonate), C(C#C)Br (propargyl bromide), COC(=O)C1=CC2=CC=CC=C2C=C1O (3-hydroxy-2-naphthoic acid methyl ester), C(C)C(=O)C (methyl ethyl ketone). The product is C(C#C)OC=1C(=CC2=CC=CC=C2C1)COC(=O)C1CC1 (cyclopropane carboxylic acid [3-(2-propynyloxy)-2-naphthyl]methyl ester). Reaction SMILES: [CH3:1][O:2][C:3]([C:5]1[C:14]([OH:15])=[CH:13][C:12]2[C:7](=[CH:8][CH:9]=[CH:10][CH:11]=2)[CH:6]=1)=O.C(=O)([O-])[O-:17].[K+].[K+].[CH2:22](Br)[C:23]#[CH:24].[CH2:26]([C:28]([CH3:30])=O)C>>[CH2:22]([O:15][C:14]1[C:5]([CH2:3][O:2][C:1]([CH:26]2[CH2:28][CH2:30]2)=[O:17])=[CH:6][C:7]2[C:12]([CH:13]=1)=[CH:11][CH:10]=[CH:9][CH:8]=2)[C:23]#[CH:24] |f:1.2.3|. Procedure details: 20.2 g of 3-hydroxy-2-naphthoic acid methyl ester are dissolved in 200 ml of methyl ethyl ketone and 27.6 g of potassium carbonate and 23.6 g of propargyl bromide are added thereto with stirring and under a nitrogen atmosphere. The heterogeneous mixture is refluxed overnight and then filtered. The filtrate is concentrate in vacuo and the residue is poured into 250 ml of ice-water and extracted three times with hexane/ethyl acetate (1:1). The extracts are washed with 2 N hydrochloric acid solutio...